Dataset: the Open Reaction Database (ORD), a public repository of structured organic reaction records. Task: describe an organic reaction: reactants, conditions, products, and yield Reactants: BrBr (bromine), BrC1=CC=C(C=N1)C(C)=O (1-(6-Bromopyridin-3-yl)ethanone), [Al+3].[Cl-].[Cl-].[Cl-] (AlCl3), BrBr (bromine). Solvent: ClCCl (dichloromethane), C(Cl)(Cl)Cl (chloroform), C(Cl)(Cl)Cl (chloroform). Conditions: temperature 0 celsius, time 1 hour. The product is BrCC(=O)C=1C=NC(=CC1)Br (2-bromo-1-(6-bromopyridin-3-yl)ethanone). Reaction SMILES: [Br:1][C:2]1[N:7]=[CH:6][C:5]([C:8](=[O:10])[CH3:9])=[CH:4][CH:3]=1.[Al+3].[Cl-].[Cl-].[Cl-].[Br:15]Br>C(Cl)(Cl)Cl.ClCCl>[Br:15][CH2:9][C:8]([C:5]1[CH:6]=[N:7][C:2]([Br:1])=[CH:3][CH:4]=1)=[O:10] |f:1.2.3.4|. Procedure details: 1-(6-Bromopyridin-3-yl)ethanone was dissolved in 50 mL of chloroform and cooled to 0° C., to which was added catalytic amount of AlCl3 and 2.65 mL of bromine in 25 mL of chloroform. The addition of bromine lasted 1 h to keep the reaction solution at 0° C. After stirring at 0° C. overnight, the mixture was diluted with dichloromethane, washed with aqueous sodium bicarbonate, water, and brine. The organic layer was dried (MgSO4), filtered, and concentrated to afford 2-bromo-1-(6-bromopyridin-3-yl)... The reactants are COC=Cc1c(C)nn(-c2ccccc2)c1C, CC(C)O, Cl, O, O, Cc1ccc(S(=O)(=O)O)cc1. The product is Cc1nn(-c2ccccc2)c(C)c1CC=O. As a reaction SMILES: [CH3:1][O:2][CH:3]=[CH:4][c:5]1[c:6]([CH3:17])[n:7][n:8](-[c:11]2[cH:12][cH:13][cH:14][cH:15][cH:16]2)[c:9]1[CH3:10].[CH:32]([OH:33])([CH3:34])[CH3:35].[ClH:30].[OH2:18].[OH2:31].[c:19]1([CH3:20])[cH:21][cH:22][c:23]([S:24]([OH:25])(=[O:26])=[O:27])[cH:28][cH:29]1>>[O:2]=[CH:3][CH2:4][c:5]1[c:6]([CH3:17])[n:7][n:8](-[c:11]2[cH:12][cH:13][cH:14][cH:15][cH:16]2)[c:9]1[CH3:10].